From a dataset of the Open Reaction Database (ORD), a public repository of structured organic reaction records. describe an organic reaction: reactants, conditions, products, and yield Reactants: ClC1=NC=C(C(=C1)C)[N+](=O)[O-] (2-chloro-4-methyl-5-nitropyridine), FC1=C(C=CC=C1)B(O)O (2-fluorophenylboronic acid), C(=O)([O-])[O-].[K+].[K+] (K2CO3), O (water). The reagents and catalysts are [Pd].C1(=CC=CC=C1)P(C1=CC=CC=C1)C1=CC=CC=C1.C1(=CC=CC=C1)P(C1=CC=CC=C1)C1=CC=CC=C1.C1(=CC=CC=C1)P(C1=CC=CC=C1)C1=CC=CC=C1.C1(=CC=CC=C1)P(C1=CC=CC=C1)C1=CC=CC=C1 (tetrakis(triphenylphosphine) palladium). The solvent is C(OC)COC (dimethoxyethane). Run at time 5 minute. Product: FC1=C(C=CC=C1)C1=NC=C(C(=C1)C)[N+](=O)[O-] (2-(2-fluoro-phenyl)-4-methyl-5-nitro-pyridine). As a reaction SMILES: Cl[C:2]1[CH:7]=[C:6]([CH3:8])[C:5]([N+:9]([O-:11])=[O:10])=[CH:4][N:3]=1.[F:12][C:13]1[CH:18]=[CH:17][CH:16]=[CH:15][C:14]=1B(O)O.C([O-])([O-])=O.[K+].[K+].O>C(COC)OC.[Pd].C1(P(C2C=CC=CC=2)C2C=CC=CC=2)C=CC=CC=1.C1(P(C2C=CC=CC=2)C2C=CC=CC=2)C=CC=CC=1.C1(P(C2C=CC=CC=2)C2C=CC=CC=2)C=CC=CC=1.C1(P(C2C=CC=CC=2)C2C=CC=CC=2)C=CC=CC=1>[F:12][C:13]1[CH:18]=[CH:17][CH:16]=[CH:15][C:14]=1[C:2]1[CH:7]=[C:6]([CH3:8])[C:5]([N+:9]([O-:11])=[O:10])=[CH:4][N:3]=1 |f:2.3.4,7.8.9.10.11|. Reported procedure: A solution of 2-chloro-4-methyl-5-nitropyridine (5 g, 28 mmol) in dimethoxyethane (40 mL) was treated with 2-fluorophenylboronic acid (5.3 g, 35 mmol) and 2M K2CO3 (40 mL). The reaction mixture was stirred for 5 minutes and then degassed (argon), treated with tetrakis(triphenylphosphine) palladium (1.7 g, 1.4 mmol) and stirred at 110° C. under argon for 2.4 h. The reaction mixture was cooled, poured into water and extracted into EtOAc. The organic phase washed with brine, dried (Na2SO4), and con...